From a dataset of the Open Reaction Database (ORD), a public repository of structured organic reaction records. describe an organic reaction: reactants, conditions, products, and yield Starting materials: COC=1C=C2C(=CNC2=C(C1)C)C1CCN(CC1)C (5-methoxy-7-methyl-3-(1-methylpiperidin-4-yl)-1H-indole), C1COCCOCCOCCOCCOCCO1 (18-crown-6), ICCC (iodopropane), [H-].[K+] (potassium hydride). Run in C1CCOC1 (THF). The product is C(CC)N1C=C(C2=CC(=CC(=C12)C)OC)C1CCN(CC1)C (1-Propyl-5-methoxy-7-methyl-3-(1-methylpiperdin-4-yl)-1H-indole). Yield: 72.2%. RXN SMILES: [CH3:1][O:2][C:3]1[CH:4]=[C:5]2[C:9](=[C:10]([CH3:12])[CH:11]=1)[NH:8][CH:7]=[C:6]2[CH:13]1[CH2:18][CH2:17][N:16]([CH3:19])[CH2:15][CH2:14]1.I[CH2:21][CH2:22][CH3:23].[H-].[K+].C1OCCOCCOCCOCCOCCOC1>C1COCC1>[CH2:21]([N:8]1[C:9]2[C:5](=[CH:4][C:3]([O:2][CH3:1])=[CH:11][C:10]=2[CH3:12])[C:6]([CH:13]2[CH2:14][CH2:15][N:16]([CH3:19])[CH2:17][CH2:18]2)=[CH:7]1)[CH2:22][CH3:23] |f:2.3|. Procedure: By a method similar to Preparation 26, using 5-methoxy-7-methyl-3-(1-methylpiperidin-4-yl)-1H-indole (5.81 mmole, 1.50 g), iodopropane (5.81 mmole, 0.987 g, 0.566 mL) in THF (100 mL), potassium hydride (5.81 mmole, 0.665 g), and 18-crown-6 (0.58 mmole, 0.153 g) afforded 1.26 g (72%) of the title compound: mass spectrum (ion spray): m/z=301 (M+1);. Calculated for C19H28N2O-0.3H2O: C, 74.61; H, 9.43; N, 9.16. Found: C, 74.37; H, 9.03; N, 9.01.